Dataset: the Open Reaction Database (ORD), a public repository of structured organic reaction records. Task: describe an organic reaction: reactants, conditions, products, and yield The reactants are O=C(CCCCBr)c1ccccc1, O=C([O-])[O-], CN(C)C=O, Cl, Cl, [K+], [K+], COc1cc(N)c(Cl)cc1C(=O)NCC1CCNCC1, O. Yields the product COc1cc(N)c(Cl)cc1C(=O)NCC1CCN(CCCCC(=O)c2ccccc2)CC1. RXN SMILES: [Br:7][CH2:8][CH2:9][CH2:10][CH2:11][C:12](=[O:13])[c:14]1[cH:15][cH:16][cH:17][cH:18][cH:19]1.[C:1](=[O:2])([O-:3])[O-:4].[CH3:43][N:44]([CH3:45])[CH:46]=[O:47].[ClH:20].[ClH:21].[K+:5].[K+:6].[NH2:22][c:23]1[cH:24][c:25]([O:40][CH3:41])[c:26]([C:27](=[O:28])[NH:29][CH2:30][CH:31]2[CH2:32][CH2:33][NH:34][CH2:35][CH2:36]2)[cH:37][c:38]1[Cl:39].[OH2:42]>>[CH2:8]([CH2:9][CH2:10][CH2:11][C:12](=[O:13])[c:14]1[cH:15][cH:16][cH:17][cH:18][cH:19]1)[N:34]1[CH2:33][CH2:32][CH:31]([CH2:30][NH:29][C:27]([c:26]2[c:25]([O:40][CH3:41])[cH:24][c:23]([NH2:22])[c:38]([Cl:39])[cH:37]2)=[O:28])[CH2:36][CH2:35]1. Starting materials: S1C2=C(C=C1)C(CCC2)N ((+)-4,5,6,7-tetrahydrobenzo[b]thiophen-4-amine), C(C1=CC=CC=C1)(=O)N[C@@H](CCC(=O)O)C(=O)O ((S)-(-)-N-benzoyl glutamic acid). Yields the product S1C2=C(C=C1)C(CCC2)NC(=O)N ((+)-4,5,6,7-tetrahydrobenzo[b]thien-4-ylurea). As a reaction SMILES: [S:1]1[CH:5]=[CH:4][C:3]2[CH:6]([NH2:10])[CH2:7][CH2:8][CH2:9][C:2]1=2.[C:11]([NH:19][C@H](C(O)=O)CCC(O)=O)(=[O:18])C1C=CC=CC=1>>[S:1]1[CH:5]=[CH:4][C:3]2[CH:6]([NH:10][C:11]([NH2:19])=[O:18])[CH2:7][CH2:8][CH2:9][C:2]1=2. Procedure details: Similarly, the salt of (+)-4,5,6,7-tetrahydrobenzo[b]thiophen-4-amine and (S)-(-)-N-benzoyl glutamic acid is treated in the above manner to afford (+)-4,5,6,7-tetrahydrobenzo[b]thien-4-ylurea, melting point 218° C. to 220° C.; [α]589 25 +60° , [α]436 +149.8° , [α]365 +272.5°.